From a dataset of the Open Reaction Database (ORD), a public repository of structured organic reaction records. describe an organic reaction: reactants, conditions, products, and yield Reactants: C(C)(C)(C)OC(C1=C(C(=CC=C1)CC(B1OC2(C3C(C(CC2O1)C3)(C)C)C)NC(CC3CCC(CC3)CNC(=O)OCC3=CC=CC=C3)=O)OC)=O (3-[2-{2-[4-(Benzyloxycarbonylamino-methyl)-cyclohexyl]-acetylamino}-2-(2,9,9-trimethyl-3,5-dioxa-4-bora-tricyclo[6.1.1.02,6]dec-4-yl)-ethyl]-2-methoxy-benzoic acid tert-butyl ester). The reagents and catalysts are [Pd] (Palladium on carbon). The solvent is CO (MeOH). Conditions: time 6.5 hour. Yields the product C(C)(C)(C)OC(C1=C(C(=CC=C1)CC(B1OC2(C3C(C(CC2O1)C3)(C)C)C)NC(CC3CCC(CC3)CN)=O)OC)=O (3-[2-[2-(4-Aminomethyl-cyclohexyl)-acetylamino]-2-(2,9,9-trimethyl-3,5-dioxa-4-bora-tricyclo[6.1.1.02,6]dec-4-yl)-ethyl]-2-methoxy-benzoic acid tert-butyl ester). Isolated yield 101.6%. RXN SMILES: [C:1]([O:5][C:6](=[O:52])[C:7]1[CH:12]=[CH:11][CH:10]=[C:9]([CH2:13][CH:14]([NH:28][C:29](=[O:49])[CH2:30][CH:31]2[CH2:36][CH2:35][CH:34]([CH2:37][NH:38]C(OCC3C=CC=CC=3)=O)[CH2:33][CH2:32]2)[B:15]2[O:23][CH:22]3[C:17]([CH3:27])([CH:18]4[CH2:24][CH:20]([CH2:21]3)[C:19]4([CH3:26])[CH3:25])[O:16]2)[C:8]=1[O:50][CH3:51])([CH3:4])([CH3:3])[CH3:2]>CO.[Pd]>[C:1]([O:5][C:6](=[O:52])[C:7]1[CH:12]=[CH:11][CH:10]=[C:9]([CH2:13][CH:14]([NH:28][C:29](=[O:49])[CH2:30][CH:31]2[CH2:32][CH2:33][CH:34]([CH2:37][NH2:38])[CH2:35][CH2:36]2)[B:15]2[O:23][CH:22]3[C:17]([CH3:27])([CH:18]4[CH2:24][CH:20]([CH2:21]3)[C:19]4([CH3:25])[CH3:26])[O:16]2)[C:8]=1[O:50][CH3:51])([CH3:2])([CH3:3])[CH3:4]. Reported procedure: A solution of 3-[2-{2-[4-(Benzyloxycarbonylamino-methyl)-cyclohexyl]-acetylamino}-2-(2,9,9-trimethyl-3,5-dioxa-4-bora-tricyclo[6.1.1.02,6]dec-4-yl)-ethyl]-2-methoxy-benzoic acid tert-butyl ester (1.56 g, 2.18 mmol) in MeOH (22 mL) was purged with Argon for 5 minutes. Palladium on carbon (10%, 0.153 g) was added, flask evacuated, and the reaction stirred under hydrogen atmosphere for 6.5 hr. The reaction was filtered through a Celite-plugged filter frit, washed with MeOH and DCM, and concentrated...